Dataset: the Open Reaction Database (ORD), a public repository of structured organic reaction records. Task: describe an organic reaction: reactants, conditions, products, and yield Reactants: O.NN (hydrazine monohydrate), C(CC(=O)C)(=O)OC (methyl acetoacetate), COC(N(C)C)OC (dimethylformamide dimethylacetal). Run in C(C)O (Ethanol). Reaction conditions: temperature 100 celsius, time 12 hour. The product is CC1=NNC=C1C(=O)OC (methyl 3-methyl-1H-pyrazole-4-carboxylate). Isolated yield 61.0%. Reaction SMILES: [C:1]([O:7][CH3:8])(=[O:6])[CH2:2][C:3]([CH3:5])=O.COC(OC)[N:12]([CH3:14])C.O.[NH2:18]N>C(O)C>[CH3:5][C:3]1[C:2]([C:1]([O:7][CH3:8])=[O:6])=[CH:14][NH:12][N:18]=1 |f:2.3|. Procedure details: A mixture of methyl acetoacetate (30.0 g) and dimethylformamide dimethylacetal (34.7 mL) was stirred at 100° C. for 12 hr, and the mixture was allowed to cool. Ethanol (500 mL) and hydrazine monohydrate (12.6 mL) were added to the reaction mixture at room temperature, and the mixture was heated under reflux for 12 hr. The mixture was allowed to cool, and concentrated under reduced pressure. Water was added to the residue, and the mixture was extracted with ethyl acetate. The extract was concentr... The reactants are BrC1=CC=C(C=C1)S(=O)(=O)NC1=CC(=CC=C1)CN(C)C (4-Bromo-N-(3-((dimethylamino)methyl)phenyl)benzenesulfonamide), N1=CN=CC(=C1)B(O)O (pyrimidine-5-boronic acid), C(=O)([O-])[O-].[Na+].[Na+] (Na2CO3). The reagents and catalysts are C1=CC=C(C=C1)P([C-]2C=CC=C2)C3=CC=CC=C3.C1=CC=C(C=C1)P([C-]2C=CC=C2)C3=CC=CC=C3.Cl[Pd]Cl.[Fe+2] (Pd(dppf)Cl2). Run in COCCOC (DME). Conditions: time 1 hour. Yields the product CN(C)CC=1C=C(C=CC1)NS(=O)(=O)C1=CC=C(C=C1)C1=NC=CC=N1 (N-(3-((Dimethylamino)methyl)phenyl)-4-(pyrimidin-2-yl)benzenesulfonamide). The yield is 9.5%. Reaction SMILES: Br[C:2]1[CH:7]=[CH:6][C:5]([S:8]([NH:11][C:12]2[CH:17]=[CH:16][CH:15]=[C:14]([CH2:18][N:19]([CH3:21])[CH3:20])[CH:13]=2)(=[O:10])=[O:9])=[CH:4][CH:3]=1.[N:22]1[CH:27]=[C:26](B(O)O)[CH:25]=[N:24][CH:23]=1.C([O-])([O-])=O.[Na+].[Na+]>COCCOC.C1C=CC(P(C2C=CC=CC=2)[C-]2C=CC=C2)=CC=1.C1C=CC(P(C2C=CC=CC=2)[C-]2C=CC=C2)=CC=1.Cl[Pd]Cl.[Fe+2]>[CH3:20][N:19]([CH2:18][C:14]1[CH:13]=[C:12]([NH:11][S:8]([C:5]2[CH:6]=[CH:7][C:2]([C:23]3[N:24]=[CH:25][CH:26]=[CH:27][N:22]=3)=[CH:3][CH:4]=2)(=[O:10])=[O:9])[CH:17]=[CH:16][CH:15]=1)[CH3:21] |f:2.3.4,6.7.8.9|. Procedure: 4-Bromo-N-(3-((dimethylamino)methyl)phenyl)benzenesulfonamide (273 mg, 0.74 mmol), pyrimidine-5-boronic acid (101 mg, 0.81 mmol) and Pd(dppf)Cl2 (29 mg, 5 mol %) were dissolved in DME (4 mL) and 2M Na2CO3 solution (1.11 mL, 2.22 mmol) was added. The vessel was sealed and purged with argon for 5 minutes while it was placed in an ultrasonic bath. The flask was then placed in a pre-heated oil bath (90° C.) for 1 hour. After this time the reaction was cooled to room temperature and absorbed onto sil... Reaction SMILES: [C:1](=[O:2])([O:3][CH2:4][CH3:5])[CH:6]1[CH2:7][c:8]2[c:9]3[n:10]([c:11](=[O:16])[nH:12][c:13]2[CH2:14][CH2:15]1)[cH:17][c:18](-[c:20]1[c:21]([F:26])[cH:22][cH:23][cH:24][cH:25]1)[n:19]3.[ClH:27].[Na+:29].[OH-:28]>>[C:1](=[O:2])([OH:3])[CH:6]1[CH2:7][c:8]2[c:9]3[n:10]([c:11](=[O:16])[nH:12][c:13]2[CH2:14][CH2:15]1)[cH:17][c:18](-[c:20]1[c:21]([F:26])[cH:22][cH:23][cH:24][cH:25]1)[n:19]3. The reactants are CCOC(=O)C1CCc2[nH]c(=O)n3cc(-c4ccccc4F)nc3c2C1, Cl, [Na+], [OH-]. The product is O=C(O)C1CCc2[nH]c(=O)n3cc(-c4ccccc4F)nc3c2C1. Starting materials: C=1C=CC2=C(C1)C(=NS2)N3CCN(CC3)CCC=4C=C5C(=CC4Cl)NC(=O)C5 (ziprasidone), C1CCOC1 (THF), C(C)S(=O)(=O)O (ethanesulfonic acid). The solvent is O (water). Reaction conditions: temperature 60 celsius. Yields the product C=1C=CC2=C(C1)C(=NS2)N3CCN(CC3)CCC=4C=C5C(=CC4Cl)NC(=O)C5.S(=O)(=O)([O-])CC (Ziprasidone Esylate). RXN SMILES: [CH:1]1[CH:2]=[CH:3][C:4]2[S:9][N:8]=[C:7]([N:10]3[CH2:15][CH2:14][N:13]([CH2:16][CH2:17][C:18]4[CH:19]=[C:20]5[CH2:28][C:26](=[O:27])[NH:25][C:21]5=[CH:22][C:23]=4[Cl:24])[CH2:12][CH2:11]3)[C:5]=2[CH:6]=1.C1COCC1.[CH2:34]([S:36]([OH:39])(=[O:38])=[O:37])[CH3:35]>O>[CH:1]1[CH:2]=[CH:3][C:4]2[S:9][N:8]=[C:7]([N:10]3[CH2:11][CH2:12][N:13]([CH2:16][CH2:17][C:18]4[CH:19]=[C:20]5[CH2:28][C:26](=[O:27])[NH:25][C:21]5=[CH:22][C:23]=4[Cl:24])[CH2:14][CH2:15]3)[C:5]=2[CH:6]=1.[S:36]([CH2:34][CH3:35])([O-:39])(=[O:38])=[O:37] |f:4.5|. Procedure details: 1 g of ziprasidone free base was added to 45 mL of THF and 1 mL of water, and the mixture was heated to 60° C. while stirring. The mixture was maintained at 60° C. for two hours, at which time all of the free base had dissolved. 156 mg of ethanesulfonic acid was added and stirring was maintained at 60° C. for two more hours. The mixture turned from light orange to hazy during this time, at which point heating was stopped and the salt started to precipitate. The mixture was allowed to cool to roo... Starting materials: O=[Ag-], CCCCCCI, COC(=O)C(O)Cc1ccc(OCc2ccccc2)cc1, ClCCl. Product: CCCCCCOC(Cc1ccc(OCc2ccccc2)cc1)C(=O)OC. Reaction SMILES: [Ag-:32]=[O:33].[CH2:22]([CH2:23][CH2:24][CH2:25][CH2:26][CH3:27])[I:28].[CH3:1][O:2][C:3]([CH:4]([CH2:5][c:6]1[cH:7][cH:8][c:9]([O:12][CH2:13][c:14]2[cH:15][cH:16][cH:17][cH:18][cH:19]2)[cH:10][cH:11]1)[OH:20])=[O:21].[Cl:29][CH2:30][Cl:31]>>[CH3:1][O:2][C:3]([CH:4]([CH2:5][c:6]1[cH:7][cH:8][c:9]([O:12][CH2:13][c:14]2[cH:15][cH:16][cH:17][cH:18][cH:19]2)[cH:10][cH:11]1)[O:20][CH2:22][CH2:23][CH2:24][CH2:25][CH2:26][CH3:27])=[O:21]. The reactants are C(#N)C1=C(C=C(C(=C1)OC)O)N=CN(C)C (N′-(2-cyano-5-hydroxy-4-methoxyphenyl)-N,N-dimethylimidoformamide), C([O-])([O-])=O.[Cs+].[Cs+] (caesium carbonate), BrCCCCl (1-bromo-3-chloropropane). The yield is 90.7%. Procedure details: A mixture of N′-(2-cyano-5-hydroxy-4-methoxyphenyl)-N,N-dimethylimidoformamide (21.9 g, 66 mmol), caesium carbonate (998 g, 300 mmol) and 1-bromo-3-chloropropane (11 ml, 110 mmol) in acetonitrile (300 ml) was heated at reflux for 1 hour. The reaction mixture was cooled and the solvent evaporated in vacuo. Water (200 ml) was added and this was extracted with dichloromethane (2×150 ml). The organic solution was washed with brine (50 ml) and dried over magnesium sulphate. The solvent was evaporated... Run in C(C)#N (acetonitrile). As a reaction SMILES: [C:1]([C:3]1[CH:8]=[C:7]([O:9][CH3:10])[C:6]([OH:11])=[CH:5][C:4]=1[N:12]=[CH:13][N:14]([CH3:16])[CH3:15])#[N:2].C(=O)([O-])[O-].[Cs+].[Cs+].Br[CH2:24][CH2:25][CH2:26][Cl:27]>C(#N)C>[Cl:27][CH2:26][CH2:25][CH2:24][O:11][C:6]1[C:7]([O:9][CH3:10])=[CH:8][C:3]([C:1]#[N:2])=[C:4]([N:12]=[CH:13][N:14]([CH3:15])[CH3:16])[CH:5]=1 |f:1.2.3|. The product is ClCCCOC=1C(=CC(=C(C1)N=CN(C)C)C#N)OC (N′-(5-(3-chloropropoxy)-2-cyano-4-methoxyphenyl)-N,N-dimethylimidoformamide).